This data is from the Open Reaction Database (ORD), a public repository of structured organic reaction records. The task is: describe an organic reaction: reactants, conditions, products, and yield Reactants: ClC\C=C/1\C2=C(OCC3=C1C=CC=C3)C=CC(=C2)C(=O)OC (Methyl (E)-11-(2-chloroethylidene)-6,11-dihydrodibenz[b,e]oxepin-2-carboxylate), N1=CC=CC=C1 (pyridine), [H-].[Al+3].[Li+].[H-].[H-].[H-] (lithium aluminum hydride). The solvent is O1CCCC1 (tetrahydrofuran). Product: N1=CC(=CC=C1)C\C=C/1\C2=C(OCC3=C1C=CC=C3)C=CC(=C2)C(=O)OC (Methyl (E)-11-[2-(3-pyridyl)ethylidene]-6,11-dihydrodibenz[b,e]oxepin-2-carboxylate). Reaction SMILES: [N:1]1[CH:6]=[CH:5][CH:4]=[CH:3][CH:2]=1.[H-].[Al+3].[Li+].[H-].[H-].[H-].Cl[CH2:14]/[CH:15]=[C:16]1/[C:17]2[CH:30]=[C:29]([C:31]([O:33][CH3:34])=[O:32])[CH:28]=[CH:27][C:18]=2[O:19][CH2:20][C:21]2[CH:26]=[CH:25][CH:24]=[CH:23][C:22]/1=2>O1CCCC1>[N:1]1[CH:6]=[CH:5][CH:4]=[C:3]([CH2:14]/[CH:15]=[C:16]2/[C:17]3[CH:30]=[C:29]([C:31]([O:33][CH3:34])=[O:32])[CH:28]=[CH:27][C:18]=3[O:19][CH2:20][C:21]3[CH:26]=[CH:25][CH:24]=[CH:23][C:22]/2=3)[CH:2]=1 |f:1.2.3.4.5.6|. Procedure: To 50 ml of pyridine was added to 2.0 g of lithium aluminum hydride, and the mixture was stirred at room temperature for one night. Then, 90 ml of tetrahydrofuran solution containing 5.0 g of Compound h was dropwise added thereto under ice-cooling. The mixture was stirred at room temperature for 5 hours, and the solvent was distilled off under reduced pressure. The residue was washed with tetrahydrofuran, and the washings were concentrated under reduced pressure. The residue was subjected to sil... Reactants: FC1=CC=C(C=C1)N1CCN(CC1)CCCC1OC2=C(NC1=O)C=C(C=C2)[N+](=O)[O-] (2-{3-[4-(4-fluorophenyl)-1-piperazinyl]propyl}-6-nitro-2H-1,4-benzoxazin-3(4H)-one). The reagents and catalysts are [Pd] (Pd). The solvent is CO (methanol), O1CCCC1 (tetrahydrofuran). Yields the product NC=1C=CC2=C(NC(C(O2)CCCN2CCN(CC2)C2=CC=C(C=C2)F)=O)C1 (6-amino-2-{3-[4-(4-fluorophenyl)-1-piperazinyl]propyl}-2H-1,4-benzoxazin-3(4H)-one). Yield: 98.2%. As a reaction SMILES: [F:1][C:2]1[CH:7]=[CH:6][C:5]([N:8]2[CH2:13][CH2:12][N:11]([CH2:14][CH2:15][CH2:16][CH:17]3[C:22](=[O:23])[NH:21][C:20]4[CH:24]=[C:25]([N+:28]([O-])=O)[CH:26]=[CH:27][C:19]=4[O:18]3)[CH2:10][CH2:9]2)=[CH:4][CH:3]=1>CO.O1CCCC1.[Pd]>[NH2:28][C:25]1[CH:26]=[CH:27][C:19]2[O:18][CH:17]([CH2:16][CH2:15][CH2:14][N:11]3[CH2:12][CH2:13][N:8]([C:5]4[CH:6]=[CH:7][C:2]([F:1])=[CH:3][CH:4]=4)[CH2:9][CH2:10]3)[C:22](=[O:23])[NH:21][C:20]=2[CH:24]=1. Procedure: In a mixture of methanol (80 ml) and tetrahydrofuran (20 ml) was dissolved 2-{3-[4-(4-fluorophenyl)-1-piperazinyl]propyl}-6-nitro-2H-1,4-benzoxazin-3(4H)-one (2.03 g). To the solution was added 10% Pd - C (50% wet, 0.6 g) to conduct catalytic reduction. After the absorption of hydrogen finished, the catalyst was filtered off, and the filtrate was concentrated. The residue was crystallized from ethanol to give 1,85 g (98.2%) of 6-amino-2-{3-[4-(4-fluorophenyl)-1-piperazinyl]propyl}-2H-1,4-benzoxa...